The task is: describe an organic reaction: reactants, conditions, products, and yield. This data is from the Open Reaction Database (ORD), a public repository of structured organic reaction records. Reactants: CO (methanol), C(=O)C1C(C1)(C(=O)OCC)C(=O)OCC (diethyl 2-formylcyclopropane-1,1-dicarboxylate), C(=O)C=C (acrolein), COC(C(C(=O)OC)Br)=O (dimethylbromomalonate). The solvent is C(C)O (ethanol). Product: C(=O)C1C(C1)(C(=O)OC)C(=O)OC (Dimethyl 2-Formylcyclopropane-1,1-dicarboxylate). As a reaction SMILES: [CH:1]([CH:3]1[CH2:5][C:4]1([C:11]([O:13][CH2:14]C)=[O:12])[C:6]([O:8][CH2:9]C)=[O:7])=[O:2].C(C=C)=O.COC(=O)C(Br)C(OC)=O.CO>C(O)C>[CH:1]([CH:3]1[CH2:5][C:4]1([C:6]([O:8][CH3:9])=[O:7])[C:11]([O:13][CH3:14])=[O:12])=[O:2]. Procedure details: By following the procedure of D. T. Warner, cited above, used for preparing diethyl 2-formylcyclopropane-1,1-dicarboxylate from acrolein but using equivalent amount of dimethylbromomalonate and methanol instead of diethylbromomalonate and ethanol, respectively, the title compound, nmr (CDCl3) δ1.98 (m,2H), 2.80(m, 1H), 3.79(s,6H), 8.82(d, J = 4 cps, 1H), is obtained. The reactants are CC(C)(C)c1cc(N)no1, Nc1ccc(C(=O)N2CCN(Cc3ccc(C(O)(C(F)(F)F)C(F)(F)F)cc3)CC2)cc1F, C1CCOC1. Yields the product CC(C)(C)c1cc(NC(=O)Nc2ccc(C(=O)N3CCN(Cc4ccc(C(O)(C(F)(F)F)C(F)(F)F)cc4)CC3)cc2F)no1. Reaction SMILES: [C:34]([CH3:35])([CH3:36])([CH3:37])[c:38]1[cH:39][c:40]([NH2:43])[n:41][o:42]1.[NH2:1][c:2]1[c:3]([F:33])[cH:4][c:5]([C:8](=[O:9])[N:10]2[CH2:11][CH2:12][N:13]([CH2:16][c:17]3[cH:18][cH:19][c:20]([C:23]([C:24]([F:25])([F:26])[F:27])([C:28]([F:29])([F:30])[F:31])[OH:32])[cH:21][cH:22]3)[CH2:14][CH2:15]2)[cH:6][cH:7]1.[O:44]1[CH2:45][CH2:48][CH2:47][CH2:46]1>>[NH:1]([c:2]1[c:3]([F:33])[cH:4][c:5]([C:8](=[O:9])[N:10]2[CH2:11][CH2:12][N:13]([CH2:16][c:17]3[cH:18][cH:19][c:20]([C:23]([C:24]([F:25])([F:26])[F:27])([C:28]([F:29])([F:30])[F:31])[OH:32])[cH:21][cH:22]3)[CH2:14][CH2:15]2)[cH:6][cH:7]1)[C:45]([NH:43][c:40]1[cH:39][c:38]([C:34]([CH3:35])([CH3:36])[CH3:37])[o:42][n:41]1)=[O:44].